Task: describe an organic reaction: reactants, conditions, products, and yield. Dataset: the Open Reaction Database (ORD), a public repository of structured organic reaction records Reactants: FC=1C=C(OC2=CC=C(C=O)C=C2)C=CC1F (4-(3,4-Difluorophenoxy)benzaldehyde), CC(C(=O)NC1=CC(=C(C=C1)C)C1CCNCC1)C (2-methyl-N-[4-methyl-3-(4-piperidinyl)phenyl]propanamide), C(C)(=O)O[BH-](OC(C)=O)OC(C)=O.[Na+] (sodium triacetoxyborohydride), CC(=O)O (AcOH). The solvent is ClCCCl (1,2-dichloroethane). Conditions: time 8 hour. The product is FC=1C=C(OC2=CC=C(CN3CCC(CC3)C=3C=C(C=CC3C)NC(C(C)C)=O)C=C2)C=CC1F (N-(3-{1-[4-(3,4-difluorophenoxy)benzyl]-4-piperidinyl}-4-methylphenyl)-2-methylpropanamide). The yield is 54.1%. RXN SMILES: [F:1][C:2]1[CH:3]=[C:4]([CH:14]=[CH:15][C:16]=1[F:17])[O:5][C:6]1[CH:13]=[CH:12][C:9]([CH:10]=O)=[CH:8][CH:7]=1.[CH3:18][CH:19]([CH3:36])[C:20]([NH:22][C:23]1[CH:28]=[CH:27][C:26]([CH3:29])=[C:25]([CH:30]2[CH2:35][CH2:34][NH:33][CH2:32][CH2:31]2)[CH:24]=1)=[O:21].C(O[BH-](OC(=O)C)OC(=O)C)(=O)C.[Na+].CC(O)=O>ClCCCl>[F:1][C:2]1[CH:3]=[C:4]([CH:14]=[CH:15][C:16]=1[F:17])[O:5][C:6]1[CH:13]=[CH:12][C:9]([CH2:10][N:33]2[CH2:34][CH2:35][CH:30]([C:25]3[CH:24]=[C:23]([NH:22][C:20](=[O:21])[CH:19]([CH3:18])[CH3:36])[CH:28]=[CH:27][C:26]=3[CH3:29])[CH2:31][CH2:32]2)=[CH:8][CH:7]=1 |f:2.3|. Procedure: To a solution of 4-(3,4-Difluorophenoxy)benzaldehyde (41.0 mg, 0.170 mmol) and 2-methyl-N-[4-methyl-3-(4-piperidinyl)phenyl]propanamide (45.0 mg, 0.170 mmol) in 1,2-dichloroethane (5.00 mL) was added sodium triacetoxyborohydride (110 mg, 0.520 mmol) and AcOH (10.0 μL, 0.170 mmol) at room temperature. The mixture was stirred overnight. The reaction mixture was quenched by saturated NaHCO3 solution (10 mL) and extracted with CH2Cl2 (3×10 mL). The combined organic layers were washed with brine, dri...